From a dataset of the Open Reaction Database (ORD), a public repository of structured organic reaction records. describe an organic reaction: reactants, conditions, products, and yield Reactants: CC(C)c1cc(Oc2ccc(Cl)cc2)nc(C(C)C)c1NC(=S)NC(C)(C)C, CI, CCO. Yields the product CSC(=Nc1c(C(C)C)cc(Oc2ccc(Cl)cc2)nc1C(C)C)NC(C)(C)C. Reaction SMILES: [C:3]([CH3:4])([CH3:5])([CH3:6])[NH:7][C:8](=[S:9])[NH:10][c:11]1[c:12]([CH:28]([CH3:29])[CH3:30])[n:13][c:14]([O:20][c:21]2[cH:22][cH:23][c:24]([Cl:27])[cH:25][cH:26]2)[cH:15][c:16]1[CH:17]([CH3:18])[CH3:19].[CH3:1][I:2].[CH3:31][CH2:32][OH:33]>>[CH3:1][S:9][C:8]([NH:7][C:3]([CH3:4])([CH3:5])[CH3:6])=[N:10][c:11]1[c:12]([CH:28]([CH3:29])[CH3:30])[n:13][c:14]([O:20][c:21]2[cH:22][cH:23][c:24]([Cl:27])[cH:25][cH:26]2)[cH:15][c:16]1[CH:17]([CH3:18])[CH3:19]. Reactants: [I-].C(C1=CC=CC=C1)[N+]1(CC(C(CC1)=O)CCCC)C (1-benzyl-3-butyl-1-methyl-4-oxo-piperidinium iodide), COC=1C=C(N)C=C(C1OC)OC (3,4,5-trimethoxy aniline), C([O-])([O-])=O.[K+].[K+] (potassium carbonate). Solvent: O (water), C(C)O (ethanol), O (Water). The product is C(CCC)C1CN(CCC1=O)C1=CC(=C(C(=C1)OC)OC)OC (3-Butyl-1-(3,4,5-trimethoxy-phenyl)-piperidine-4-one). Yield: 204.8%. RXN SMILES: [I-].C([N+]1(C)[CH2:14][CH2:13][C:12](=[O:15])[CH:11]([CH2:16][CH2:17][CH2:18][CH3:19])[CH2:10]1)C1C=CC=CC=1.[CH3:21][O:22][C:23]1[CH:24]=[C:25]([CH:27]=[C:28]([O:32][CH3:33])[C:29]=1[O:30][CH3:31])[NH2:26].C(=O)([O-])[O-].[K+].[K+]>O.C(O)C>[CH2:16]([CH:11]1[C:12](=[O:15])[CH2:13][CH2:14][N:26]([C:25]2[CH:27]=[C:28]([O:32][CH3:33])[C:29]([O:30][CH3:31])=[C:23]([O:22][CH3:21])[CH:24]=2)[CH2:10]1)[CH2:17][CH2:18][CH3:19] |f:0.1,3.4.5|. Procedure details: A slurry of 1-benzyl-3-butyl-1-methyl-4-oxo-piperidinium iodide (306 mg) in water (2 ml) was added in one portion to a refluxing solution of 3,4,5-trimethoxy aniline (929 mg) and anhydrous potassium carbonate (33 mg) in ethanol (4 ml). The dark solution was heated to reflux for three hours. Water was added and the reaction was extracted twice with DCM. The combined organic layers were dried over sodium sulfate, filtered and the solvent was evaporated to leave a dark oil, which was purified by fl...